Dataset: the Open Reaction Database (ORD), a public repository of structured organic reaction records. Task: describe an organic reaction: reactants, conditions, products, and yield Starting materials: O=N[O-], CCOCc1nc(N)cc(=O)[nH]1, [Na+], [Na+], [OH-], O, O=S(=O)(O)O. The product is CCOCc1nc(N)c(N=O)c(=O)[nH]1. As a reaction SMILES: [N:1](=[O:2])[O-:3].[NH2:5][c:6]1[cH:7][c:8](=[O:16])[nH:9][c:10]([CH2:12][O:13][CH2:14][CH3:15])[n:11]1.[Na+:18].[Na+:4].[OH-:17].[OH2:24].[S:19](=[O:20])(=[O:21])([OH:22])[OH:23]>>[N:1](=[O:3])[c:7]1[c:6]([NH2:5])[n:11][c:10]([CH2:12][O:13][CH2:14][CH3:15])[nH:9][c:8]1=[O:16]. Starting materials: CNN (methylhydrazine), ClC1=CC=C(C=C1)S(=O)(=O)N1C2CC(CC1CCC2)=O (9-(4-chlorophenylsulfonyl)-9-azabicyclo[3.3.1]nonan-3-one), Heterocycles, ClC1=CC=C(C=C1)S(=O)(=O)N1C2C(C(CC1CCC2)=O)C(=O)OC (methyl 9-(4-chlorophenylsulfonyl)-3-oxo-9-azabicyclo[3.3.1]nonane-2-carboxylate), C(OC)(OC)=O (dimethyl carbonate). Yields the product ClC1=CC=C(C=C1)S(=O)(=O)N1C2C3=C(N(N=C3CC1CCC2)C)O (12-(4-Chloro-benzenesulfonyl)-4-methyl-4,5,12-triaza-tricyclo[6.3.1.02,6]dodeca-2,5-dien-3-ol). Reaction SMILES: [CH3:1][NH:2][NH2:3].[Cl:4][C:5]1[CH:10]=[CH:9][C:8]([S:11]([N:14]2[CH:19]3[CH2:20][CH2:21][CH2:22][CH:15]2[CH:16]([C:24]([O:26]C)=O)[C:17](=O)[CH2:18]3)(=[O:13])=[O:12])=[CH:7][CH:6]=1.C(=O)(OC)OC.ClC1C=CC(S(N2C3CCCC2CC(=O)C3)(=O)=O)=CC=1>>[Cl:4][C:5]1[CH:10]=[CH:9][C:8]([S:11]([N:14]2[CH:19]3[CH2:20][CH2:21][CH2:22][CH:15]2[C:16]2[C:17]([CH2:18]3)=[N:3][N:2]([CH3:1])[C:24]=2[OH:26])(=[O:13])=[O:12])=[CH:7][CH:6]=1. Procedure details: Prepared as described in Example using methylhydrazine and methyl 9-(4-chlorophenylsulfonyl)-3-oxo-9-azabicyclo[3.3.1]nonane-2-carboxylate, which was prepared as described in Example 12 using dimethyl carbonate and 9-(4-chlorophenylsulfonyl)-9-azabicyclo[3.3.1]nonan-3-one. See also: Bonjoch, Josep; Linares, Ana; Guardia, Manel; Bosch, Joan. Heterocycles 1987, 26(8), 2165-74. The reactants are (E)-4-methyl-6-(2'-tetrahydropyranyloxy)-4-hexen-1-yltriphenylphosphonium iodide, C(CCC)[Li] (n-butyllithium), C(C)(=O)O (acetic acid), COC(C(CCC=C(CCC=C(CCC=C(C)C)C)C)=O)OC (1,1-dimethoxy-6,10,14-trimethyl-5,9,13-pentadecatrien-2-one). Run in O1CCCC1 (tetrahydrofuran). Yields the product O1C(CCCC1)OCC=C(CCC=C(CCC=C(CCC=C(CCC=C(C)C)C)C)C=O)C (7-formyl-3,11,15,19-tetramethyl-2,6,10,14,18-eicosapentaen-1-ol tetrahydropyranyl ether). As a reaction SMILES: [CH2:1]([Li])[CH2:2][CH2:3][CH3:4].CO[CH:8]([O:27]C)[C:9](=O)[CH2:10][CH2:11][CH:12]=[C:13]([CH3:25])[CH2:14][CH2:15][CH:16]=[C:17]([CH3:24])[CH2:18][CH2:19][CH:20]=[C:21]([CH3:23])[CH3:22].[C:29]([OH:32])(=[O:31])[CH3:30]>O1CCCC1>[O:31]1[CH2:10][CH2:9][CH2:8][CH2:30][CH:29]1[O:32][CH2:1][CH:2]=[C:3]([CH3:4])[CH2:11][CH2:12][CH:13]=[C:9]([CH:8]=[O:27])[CH2:10][CH2:11][CH:12]=[C:13]([CH3:25])[CH2:14][CH2:15][CH:16]=[C:17]([CH3:24])[CH2:18][CH2:19][CH:20]=[C:21]([CH3:22])[CH3:23]. Procedure: Following the procedure stated in Example 2-(1), 5.8 g of (E)-4-methyl-6-(2'-tetrahydropyranyloxy)-4-hexen-1-yltriphenylphosphonium iodide was treated with n-butyllithium in 30 ml of anhydrous tetrahydrofuran. Then, the resultant was treated with 3.2 g of 1,1-dimethoxy-6,10,14-trimethyl-5,9,13-pentadecatrien-2-one prepared by the process stated in Referential example 7. The resulting oil was treated with 40 ml of 50% acetic acid to yield 4.2 g of 7-formyl-3,11,15,19-tetramethyl-2,6,10,14,18-eico... The reactants are Cl (hydrochloric acid), COC(C=1C(=NC=C(C1)S(=O)(=O)C)OC)OC (5-(methylsulfonyl)-2-methoxy-3-pyridinecarboxaldehyde dimethyl acetal), C([O-])([O-])=O.[Na+].[Na+] (sodium carbonate). The solvent is CC(=O)C (acetone). Conditions: time 30 minute. Product: CS(=O)(=O)C=1C=C(C(=NC1)OC)C=O (5-(Methylsulfonyl)-2-methoxy-3-pyridinecarboxaldehyde). The yield is 92.9%. Reaction SMILES: C[O:2][CH:3](OC)[C:4]1[C:5]([O:14][CH3:15])=[N:6][CH:7]=[C:8]([S:10]([CH3:13])(=[O:12])=[O:11])[CH:9]=1.Cl.C(=O)([O-])[O-].[Na+].[Na+]>CC(C)=O>[CH3:13][S:10]([C:8]1[CH:9]=[C:4]([CH:3]=[O:2])[C:5]([O:14][CH3:15])=[N:6][CH:7]=1)(=[O:12])=[O:11] |f:2.3.4|. Procedure details: 0.81 g of 5-(methylsulfonyl)-2-methoxy-3-pyridinecarboxaldehyde dimethyl acetal was dissolved in 8 ml of acetone, 2 ml of 5N-hydrochloric acid was added thereto, and the mixture was stirred at room temperature for 30 minutes. An aqueous sodium carbonate was added to the reaction solution, and the mixture was extracted with ethyl acetate. The organic layer was washed with water and brine, and then dried over anhydrous magnesium sulfate. The solvent was evaporated, n-hexane was added to the residu... The reactants are C(C)(C)(C)OC(=O)N1CCN(CC1)C(C1=CC=CC=C1)C(=O)O (4-(Carboxy-phenyl-methyl)-piperazine-1-carboxylic acid tert-butyl ester), BH3—SMe2. Run in C1CCOC1 (THF). Reaction conditions: time 96 hour. Yields the product C(C)(C)(C)OC(=O)N1CCN(CC1)C(CO)C1=CC=CC=C1 (4-(2-Hydroxy-1-phenyl-ethyl)-piperazine-1carboxylic acid tert-butyl ester). Yield: 36.9%. RXN SMILES: [C:1]([O:5][C:6]([N:8]1[CH2:13][CH2:12][N:11]([CH:14]([C:21](O)=[O:22])[C:15]2[CH:20]=[CH:19][CH:18]=[CH:17][CH:16]=2)[CH2:10][CH2:9]1)=[O:7])([CH3:4])([CH3:3])[CH3:2]>C1COCC1>[C:1]([O:5][C:6]([N:8]1[CH2:9][CH2:10][N:11]([CH:14]([C:15]2[CH:16]=[CH:17][CH:18]=[CH:19][CH:20]=2)[CH2:21][OH:22])[CH2:12][CH2:13]1)=[O:7])([CH3:4])([CH3:2])[CH3:3]. Procedure: To 4-(Carboxy-phenyl-methyl)-piperazine-1-carboxylic acid tert-butyl ester (351) (10.7 g, 33.43 mmol) in THF (120 mL) at 0° C. was slowly added BH3—SMe2 (6.69 mL, 66.86 mmol). The reaction mixture was allowed to warm to room temperature and then stirred at room temperature for 96 h. The reaction mixture was then quenched with sat. NaHCO3 (120 mL) at 0° C. and diluted with Et2O. The organic phase was dried with MgSO4 and then concentrated to dryness. The crude material was purified by chromatogra... As a reaction SMILES: [CH3:1][CH:2](C(C)=O)[C:3](OCC)=[O:4].N.[NH2:12]/[C:13](/[CH3:21])=[C:14](/[CH3:20])\[C:15]([O:17]CC)=O.CC(C(OCC)=O)C(OCC)=O>>[CH3:21][C:13]1[C:14]([CH3:20])=[C:15]([OH:17])[C:2]([CH3:1])=[C:3]([OH:4])[N:12]=1. The product is CC1=NC(=C(C(=C1C)O)C)O (2,3,5-trimethyl-4,6-dihydroxypyridine). Procedure: U.S. Pat. No. 4,785,113 discloses the preparation of the title compounds from ethyl 2-methylacetoacetate by reaction with NH3 to give ethyl 3-amino-2-methylcrotonate, reaction with diethyl monomethylmalonate to give 2,3,5-trimethyl-4,6-dihydroxypyridine, chlorination to give 2,4-dichloro-3,5,6-trimethylpyridine, selective cleavage of the 2-Cl substituent and exchange of the 4-Cl substituent for a methoxy group, and then oxidation to give the N-oxide. The subsequent reactions are carried out anal... The reactants are title compounds, CC(C(=O)OCC)C(=O)C (ethyl 2-methylacetoacetate), N\C(=C(/C(=O)OCC)\C)\C (ethyl 3-amino-2-methylcrotonate), CC(C(=O)OCC)C(=O)OCC (diethyl monomethylmalonate), N (NH3). Reactants: ClC(Cl)(Cl)Cl, C#CCO, O=S(=O)(OS(=O)(=O)C(F)(F)F)C(F)(F)F, C=CCOS(=O)(=O)C(F)(F)F. The product is C#CCOS(=O)(=O)C(F)(F)F. As a reaction SMILES: [C:31]([Cl:32])([Cl:33])([Cl:34])[Cl:35].[CH2:12]([OH:13])[C:14]#[CH:15].[F:16][C:17]([S:18]([O:19][S:20]([C:21]([F:22])([F:23])[F:24])(=[O:25])=[O:26])(=[O:27])=[O:28])([F:29])[F:30].[F:1][C:2]([S:3](=[O:4])(=[O:5])[O:6][CH2:7][CH:8]=[CH2:9])([F:10])[F:11]>>[F:1][C:2]([S:3](=[O:4])(=[O:5])[O:6][CH2:7][C:8]#[CH:9])([F:10])[F:11].